From a dataset of the Open Reaction Database (ORD), a public repository of structured organic reaction records. describe an organic reaction: reactants, conditions, products, and yield Reactants: Cl (Hydrogen chloride), CC(CC=1N=C(N(C1)S(=O)(=O)N(C)C)C(CC1=C(C=C(C=C1)C1=NC=C(C=C1)F)F)(C)O)(C)C (4-(2,2-dimethylpropyl)-2-{2-[2-fluoro-4-(5-fluoropyridin-2-yl)phenyl]-1-hydroxy-1-methylethyl}-N,N-dimethyl-1H-imidazole-1-sulfonamide). Solvent: CO (methanol). Run at temperature 70 celsius, time 1 hour. Yields the product CC(CC=1N=C(NC1)C(CC1=C(C=C(C=C1)C1=NC=C(C=C1)F)F)(C)O)(C)C (2-[4-(2,2-dimethylpropyl)-1H-imidazol-2-yl]-1-[2-fluoro-4-(5-fluoropyridin-2-yl)phenyl]propan-2-ol). Reaction SMILES: Cl.[CH3:2][C:3]([CH3:35])([CH3:34])[CH2:4][C:5]1[N:6]=[C:7]([C:16]([OH:33])([CH3:32])[CH2:17][C:18]2[CH:23]=[CH:22][C:21]([C:24]3[CH:29]=[CH:28][C:27]([F:30])=[CH:26][N:25]=3)=[CH:20][C:19]=2[F:31])[N:8](S(N(C)C)(=O)=O)[CH:9]=1>CO>[CH3:2][C:3]([CH3:35])([CH3:34])[CH2:4][C:5]1[N:6]=[C:7]([C:16]([OH:33])([CH3:32])[CH2:17][C:18]2[CH:23]=[CH:22][C:21]([C:24]3[CH:29]=[CH:28][C:27]([F:30])=[CH:26][N:25]=3)=[CH:20][C:19]=2[F:31])[NH:8][CH:9]=1. Reported procedure: Hydrogen chloride (4 M in 1,4-dioxane) (1 mL, 4 mmol) was added to an ambient temperature solution of 4-(2,2-dimethylpropyl)-2-{2-[2-fluoro-4-(5-fluoropyridin-2-yl)phenyl]-1-hydroxy-1-methylethyl}-N,N-dimethyl-1H-imidazole-1-sulfonamide (20 mg, 0.04 mmol) in methanol (2 mL). After stirring at 70° C. for 1 h, volatiles were removed. The residue was partitioned between methanol/ethyl acetate and 10% aqueous sodium hydroxide. The aqueous phase was extracted with ethyl acetate. The combined organic ... Starting materials: C1(=CC=CC=C1)S(=O)(=O)C=1C=C2CCCC(C2=CC1)Cl (6-Benzenesulfonyl-1-chloro-1,2,3,4-tetrahydro-naphthalene), C(C)(C)(C)OC(N(C)CCN)=O ((2-Amino-ethyl)-methyl-carbamic acid tert-butyl ester), [I-].[Na+] (sodium iodide), C([O-])([O-])=O.[K+].[K+] (potassium carbonate). Solvent: C(C)#N (acetonitrile), O (water). Product: C(C)(C)(C)OC(N(C)CCNC1CCCC2=CC(=CC=C12)S(=O)(=O)C1=CC=CC=C1)=O ([2-(6-benzenesulfonyl-1,2,3,4-tetrahydro-naphthalen-1-ylamino)-ethyl]-methyl-carbamic acid tert-butyl ester). Isolated yield 46.2%. As a reaction SMILES: [C:1]1([S:7]([C:10]2[CH:11]=[C:12]3[C:17](=[CH:18][CH:19]=2)[CH:16](Cl)[CH2:15][CH2:14][CH2:13]3)(=[O:9])=[O:8])[CH:6]=[CH:5][CH:4]=[CH:3][CH:2]=1.[C:21]([O:25][C:26](=[O:32])[N:27]([CH2:29][CH2:30][NH2:31])[CH3:28])([CH3:24])([CH3:23])[CH3:22].[I-].[Na+].C(=O)([O-])[O-].[K+].[K+]>O.C(#N)C>[C:21]([O:25][C:26](=[O:32])[N:27]([CH2:29][CH2:30][NH:31][CH:16]1[C:17]2[C:12](=[CH:11][C:10]([S:7]([C:1]3[CH:6]=[CH:5][CH:4]=[CH:3][CH:2]=3)(=[O:9])=[O:8])=[CH:19][CH:18]=2)[CH2:13][CH2:14][CH2:15]1)[CH3:28])([CH3:24])([CH3:22])[CH3:23] |f:2.3,4.5.6|. Procedure: 6-Benzenesulfonyl-1-chloro-1,2,3,4-tetrahydro-naphthalene (0.6 g, 1.95 mmol), (2-Amino-ethyl)-methyl-carbamic acid tert-butyl ester (0.512 g, 2.925 mmol), sodium iodide (0.1 g) and potassium carbonate (0.5 g) were added to 50 mL of acetonitrile, and the reaction mixture was refluxed for 120 hours. The reaction mixture was cooled and diluted with 200 mL of water. The aqueous mix was extracted twice with 200 mL of EtOAc, and the combined organic layers were washed with water, brine, and dried over...